Dataset: the Open Reaction Database (ORD), a public repository of structured organic reaction records. Task: describe an organic reaction: reactants, conditions, products, and yield Starting materials: ClC=1N=C(C2=C(N1)C=CS2)N2CCOCC2 (2-Chloro-4-morpholin-4-yl-thieno[3,2-d]pyrimidine), N1C=CC2=CC(=CC=C12)B(O)O (5-indole boronic acid). The product is N1C=CC2=CC(=CC=C12)C=1N=C(C2=C(N1)C=CS2)N2CCOCC2 (2-(1H-indol-5-yl)-4-morpholinothieno[3,2-d]pyrimidine). RXN SMILES: Cl[C:2]1[N:3]=[C:4]([N:11]2[CH2:16][CH2:15][O:14][CH2:13][CH2:12]2)[C:5]2[S:10][CH:9]=[CH:8][C:6]=2[N:7]=1.[NH:17]1[C:25]2[C:20](=[CH:21][C:22](B(O)O)=[CH:23][CH:24]=2)[CH:19]=[CH:18]1>>[NH:17]1[C:25]2[C:20](=[CH:21][C:22]([C:2]3[N:3]=[C:4]([N:11]4[CH2:16][CH2:15][O:14][CH2:13][CH2:12]4)[C:5]4[S:10][CH:9]=[CH:8][C:6]=4[N:7]=3)=[CH:23][CH:24]=2)[CH:19]=[CH:18]1. Procedure details: 2-Chloro-4-moropholinothieno[3.2-d]pyrimidine 4 was reacted with 5-indole boronic acid in General Procedure A on a 23.5 mmol scale to give 25.7 mg. of 271 after RP-HPLC purification. MS (Q1) 337.1 (M)+. Reactants: C(C)(C)(C)OC(=O)C1=CC=C2C=CN(C2=C1)CC(COC1=CC=C(C=C1)CCCCCCCC)=O (tert-butyl-1-[3-(4-octylphenoxy)-2-oxopropyl]indole-6-carboxylate), FC(C(=O)O)(F)F (trifluoroacetic acid). The solvent is ClCCl (dichloromethane). Product: C(CCCCCCC)C1=CC=C(OCC(CN2C=CC3=CC=C(C=C23)C(=O)O)=O)C=C1 (1-[3-(4-Octylphenoxy)-2-oxopropyl]indole-6-carboxylic acid). Reaction SMILES: C([O:5][C:6]([C:8]1[CH:16]=[C:15]2[C:11]([CH:12]=[CH:13][N:14]2[CH2:17][C:18](=[O:35])[CH2:19][O:20][C:21]2[CH:26]=[CH:25][C:24]([CH2:27][CH2:28][CH2:29][CH2:30][CH2:31][CH2:32][CH2:33][CH3:34])=[CH:23][CH:22]=2)=[CH:10][CH:9]=1)=[O:7])(C)(C)C.FC(F)(F)C(O)=O>ClCCl>[CH2:27]([C:24]1[CH:23]=[CH:22][C:21]([O:20][CH2:19][C:18](=[O:35])[CH2:17][N:14]2[C:15]3[C:11](=[CH:10][CH:9]=[C:8]([C:6]([OH:7])=[O:5])[CH:16]=3)[CH:12]=[CH:13]2)=[CH:26][CH:25]=1)[CH2:28][CH2:29][CH2:30][CH2:31][CH2:32][CH2:33][CH3:34]. Procedure: 59 mg (0.12 mmol) tert-butyl-1-[3-(4-octylphenoxy)-2-oxopropyl]indole-6-carboxylate are dissolved in 15 ml absolute dichloromethane and mixed with 1.05 g (9.20 mmol) trifluoroacetic acid. After stirring at room temperature for 2½ hours, concentration to dryness is carried out on the rotary evaporator. Three admixtures with 10 ml of a mixture of petroleum ether and ethyl acetate (1:2) each and respective concentration to dryness on the rotary evaporator leave as a crude product a solid which is p... The reactants are CC(C)(C)[Si](C)(C)OCCc1cncn1Cc1ccccc1C#N, C1CCOC1, C[Si](C)(C)[N-][Si](C)(C)C, CC(C)=O, [Li+]. Product: CC(C)(O)C(c1ccccc1C#N)n1cncc1CCO[Si](C)(C)C(C)(C)C. As a reaction SMILES: [C:1]([CH3:2])([CH3:3])([CH3:4])[Si:5]([O:6][CH2:7][CH2:8][c:9]1[cH:10][n:11][cH:12][n:13]1[CH2:14][c:15]1[c:16]([C:17]#[N:18])[cH:19][cH:20][cH:21][cH:22]1)([CH3:23])[CH3:24].[CH2:39]1[O:40][CH2:41][CH2:42][CH2:43]1.[CH3:26][Si:27]([N-:28][Si:29]([CH3:30])([CH3:31])[CH3:32])([CH3:33])[CH3:34].[CH3:35][C:36]([CH3:37])=[O:38].[Li+:25]>>[C:1]([CH3:2])([CH3:3])([CH3:4])[Si:5]([O:6][CH2:7][CH2:8][c:9]1[cH:10][n:11][cH:12][n:13]1[CH:14]([c:15]1[c:16]([C:17]#[N:18])[cH:19][cH:20][cH:21][cH:22]1)[C:36]([CH3:35])([CH3:37])[OH:38])([CH3:23])[CH3:24]. Starting materials: ON1C(CCC1=O)=O (N-hydroxysuccinimide), CN(C)C1=NC=CC=C1 (dimethylaminopyridine), C1(CCCCC1)N=C=NC1CCCCC1 (dicyclohexyl carbodiimide). The solvent is C(C)#N (acetonitrile), C(C)#N (acetonitrile). Reaction conditions: time 5 hour. Product: C(=O)(NC1CCCCC1)NC1CCCCC1 (dicyclohexylurea). As a reaction SMILES: [OH:1]N1C(=O)CCC1=O.CN(C1C=CC=CN=1)C.[CH:18]1([N:24]=[C:25]=[N:26][CH:27]2[CH2:32][CH2:31][CH2:30][CH2:29][CH2:28]2)[CH2:23][CH2:22][CH2:21][CH2:20][CH2:19]1>C(#N)C>[C:25]([NH:24][CH:18]1[CH2:19][CH2:20][CH2:21][CH2:22][CH2:23]1)([NH:26][CH:27]1[CH2:32][CH2:31][CH2:30][CH2:29][CH2:28]1)=[O:1]. Reported procedure: To a cooled (0 to 5° C.) solution of DPGS-ω-carboxy-PEG (200 mg) from Step B, N-hydroxysuccinimide (6 mg), dimethylaminopyridine (DMAP) (2 mg) and acetonitrile (40 mL) in a 250 mL round bottom flask was added dropwise a solution of dicyclohexyl carbodiimide (DCC) (12 mg) in acetonitrile (10 mL). The resulting mixture was stirred for 5 hours and the white solid which formed (dicyclohexylurea) was removed by filtration. The filtrate was concentrated in vacuo to yield 200 mg of a white solid of 3-s...